This data is from the Open Reaction Database (ORD), a public repository of structured organic reaction records. The task is: describe an organic reaction: reactants, conditions, products, and yield Starting materials: ClC1=CC(=CC(=C1)I)Cl (1,3-dichloro-5-iodobenzene), [Li+].CC(C)[N-]C(C)C (LDA), CN(C)C=O (DMF). The solvent is C1CCOC1 (THF), C1CCOC1 (THF). Conditions: time 1 hour. Yields the product ClC1=C(C=O)C(=CC(=C1)I)Cl (2,6-dichloro-4-iodobenzaldehyde). As a reaction SMILES: [Cl:1][C:2]1[CH:7]=[C:6]([I:8])[CH:5]=[C:4]([Cl:9])[CH:3]=1.[Li+].CC([N-]C(C)C)C.CN([CH:21]=[O:22])C>C1COCC1>[Cl:1][C:2]1[CH:7]=[C:6]([I:8])[CH:5]=[C:4]([Cl:9])[C:3]=1[CH:21]=[O:22] |f:1.2|. Procedure details: To a stirred solution of 1,3-dichloro-5-iodobenzene (4.0 g, 14.6 mmol) in THF (30 mL), LDA (2.0 M in THF/heptane/ethylbenzene, 9.6 mL, 16.9 mmol) was added dropwise at −78° C. and stirred for 1 h at the same temperature. A solution of DMF (1.7 mL, 22.0 mmol) in THF (5 mL) was added slowly at −78° C. and stirred for 3 h. The reaction mixture was quenched with saturated NH4Cl (50 mL) and extracted with EtOAc (2×30 mL). The combined organic layers were washed with water (50 mL), brine (50 mL), drie... Reactants: COC1=C(C(=C(C(=C1C)C)OC)C)CCC#CC(=O)OC (methyl 5-(2,5-dimethoxy-3,4,6-trimethylphenyl)-2-pentynoate), CO (methanol), [Cl-].[NH4+] (ammonium chloride), lithium dimethylcuprate, C[Li] (methyllithium). Reagents/catalysts: [Cu]I (copper-(I) iodide). Run in C1CCOC1 (THF), CCOCC (ether). Conditions: temperature -78 celsius, time 90 minute. Yields the product COC1=C(C(=C(C(=C1C)C)OC)C)CC\C(=C/C(=O)OC)\C (methyl (Z)-5-(2,5-dimethoxy-3,4,6-trimethylphenyl)-3-methyl-2-pentenoate). RXN SMILES: [CH3:1][Li].[CH3:3][O:4][C:5]1[C:10]([CH3:11])=[C:9]([CH3:12])[C:8]([O:13][CH3:14])=[C:7]([CH3:15])[C:6]=1[CH2:16][CH2:17][C:18]#[C:19][C:20]([O:22][CH3:23])=[O:21].CO.[Cl-].[NH4+]>CCOCC.C1COCC1.[Cu]I>[CH3:3][O:4][C:5]1[C:10]([CH3:11])=[C:9]([CH3:12])[C:8]([O:13][CH3:14])=[C:7]([CH3:15])[C:6]=1[CH2:16][CH2:17]/[C:18](/[CH3:1])=[CH:19]\[C:20]([O:22][CH3:23])=[O:21] |f:3.4|. Procedure: A solution of lithium dimethylcuprate (prepared from 0.97 g (5.1 mmol) of copper-(I) iodide and 6.4 ml of a 1.6M ethereal methyllithium solution) in ether (30 ml) was cooled to -78° C. and treated dropwise with a solution of methyl 5-(2,5-dimethoxy-3,4,6-trimethylphenyl)-2-pentynoate (1 g; 3.4 mmol) in THF (10 ml). The mixture was stirred at -78° C. for 90 minutes, treated with 0.5 ml of methanol, warmed to room temperature and treated with saturated ammonium chloride solution. The mixture was e... Starting materials: CCCC(CCC)Nc1cc(C)nc2c(-c3c(C)cc(Br)cc3C)cc(C#N)n12, [Na+], O=C([O-])O, O=S(=O)(O)O. The product is CCCC(CCC)Nc1cc(C)nc2c(-c3c(C)cc(Br)cc3C)cc(C(N)=O)n12. Reaction SMILES: [Br:1][c:2]1[cH:3][c:4]([CH3:29])[c:5](-[c:9]2[cH:10][c:11]([C:27]#[N:28])[n:12]3[c:13]2[n:14][c:15]([CH3:26])[cH:16][c:17]3[NH:18][CH:19]([CH2:20][CH2:21][CH3:22])[CH2:23][CH2:24][CH3:25])[c:6]([CH3:8])[cH:7]1.[Na+:30].[OH:31][C:32](=[O:33])[O-:34].[S:35](=[O:36])(=[O:37])([OH:38])[OH:39]>>[Br:1][c:2]1[cH:3][c:4]([CH3:29])[c:5](-[c:9]2[cH:10][c:11]([C:27]([NH2:28])=[O:31])[n:12]3[c:13]2[n:14][c:15]([CH3:26])[cH:16][c:17]3[NH:18][CH:19]([CH2:20][CH2:21][CH3:22])[CH2:23][CH2:24][CH3:25])[c:6]([CH3:8])[cH:7]1. Yields the product CC(C)(C)OC(=O)N(CCc1ccc(-c2ccc(C(=O)NS(=O)(=O)CCCCO)c(OC3CCCCC3)c2)cc1)CC(O)c1ccccc1. Reaction SMILES: [C:3](=[O:4])([CH3:5])[O:6][CH2:7][CH2:8][CH2:9][CH2:10][S:11](=[O:12])(=[O:13])[NH:14][C:15](=[O:16])[c:17]1[c:18]([O:48][CH:49]2[CH2:50][CH2:51][CH2:52][CH2:53][CH2:54]2)[cH:19][c:20](-[c:23]2[cH:24][cH:25][c:26]([CH2:29][CH2:30][N:31]([CH2:32][CH:33]([c:34]3[cH:35][cH:36][cH:37][cH:38][cH:39]3)[OH:40])[C:41](=[O:42])[O:43][C:44]([CH3:45])([CH3:46])[CH3:47])[cH:27][cH:28]2)[cH:21][cH:22]1.[CH3:55][OH:56].[Na+:2].[OH-:1]>>[OH:6][CH2:7][CH2:8][CH2:9][CH2:10][S:11](=[O:12])(=[O:13])[NH:14][C:15](=[O:16])[c:17]1[c:18]([O:48][CH:49]2[CH2:50][CH2:51][CH2:52][CH2:53][CH2:54]2)[cH:19][c:20](-[c:23]2[cH:24][cH:25][c:26]([CH2:29][CH2:30][N:31]([CH2:32][CH:33]([c:34]3[cH:35][cH:36][cH:37][cH:38][cH:39]3)[OH:40])[C:41](=[O:42])[O:43][C:44]([CH3:45])([CH3:46])[CH3:47])[cH:27][cH:28]2)[cH:21][cH:22]1. Starting materials: CC(=O)OCCCCS(=O)(=O)NC(=O)c1ccc(-c2ccc(CCN(CC(O)c3ccccc3)C(=O)OC(C)(C)C)cc2)cc1OC1CCCCC1, CO, [Na+], [OH-]. Product: Cc1cccc(C(C)(C)C)c1. Starting materials: CCOCC, [Li], CCOP(=O)(OCC)Oc1ccc(C)cc1C(C)(C)C. As a reaction SMILES: [CH3:22][CH2:23][O:24][CH2:25][CH3:26].[Li:21].[P:1]([O:2][CH2:3][CH3:15])([O:16][CH2:17][CH3:18])([O:19][c:4]1[c:5]([C:11]([CH3:12])([CH3:13])[CH3:14])[cH:6][c:7]([CH3:10])[cH:8][cH:9]1)=[O:20]>>[cH:4]1[c:5]([C:11]([CH3:12])([CH3:13])[CH3:14])[cH:6][c:7]([CH3:10])[cH:8][cH:9]1.